From a dataset of the Open Reaction Database (ORD), a public repository of structured organic reaction records. describe an organic reaction: reactants, conditions, products, and yield Procedure: Compound is formed by reacting 3-bromo-4-methyl-N-[4-(2-morpholin-4-yl-ethoxy)-naphthalen-1-yl]-benzamide with morpholine under conditions described in general procedure B. 1H NMR (300 MHz, CDCl3) δ 8.32 (m, 1H), 7.98 (broad s, 1H), 7.86 (m, 1H), 7.74 (m, 2H), 7.53 (m, 3H), 7.32 (m, 1H), 6.87 (t, 1H, J=7.5), 4.34 (m, 2H), 3.88 (m, 4H), 3.77 (m, 4H), 2.97 (m, 6H), 2.68 (m, 4H), 2.42 (d, 3H, J=5.7). MS: 476.2 (M+1). As a reaction SMILES: Br[C:2]1[CH:3]=[C:4]([CH:27]=[CH:28][C:29]=1[CH3:30])[C:5]([NH:7][C:8]1[C:17]2[C:12](=[CH:13][CH:14]=[CH:15][CH:16]=2)[C:11]([O:18][CH2:19][CH2:20][N:21]2[CH2:26][CH2:25][O:24][CH2:23][CH2:22]2)=[CH:10][CH:9]=1)=[O:6].[NH:31]1[CH2:36][CH2:35][O:34][CH2:33][CH2:32]1>>[CH3:30][C:29]1[CH:28]=[CH:27][C:4]([C:5]([NH:7][C:8]2[C:17]3[C:12](=[CH:13][CH:14]=[CH:15][CH:16]=3)[C:11]([O:18][CH2:19][CH2:20][N:21]3[CH2:26][CH2:25][O:24][CH2:23][CH2:22]3)=[CH:10][CH:9]=2)=[O:6])=[CH:3][C:2]=1[N:31]1[CH2:36][CH2:35][O:34][CH2:33][CH2:32]1. Starting materials: BrC=1C=C(C(=O)NC2=CC=C(C3=CC=CC=C23)OCCN2CCOCC2)C=CC1C (3-bromo-4-methyl-N-[4-(2-morpholin-4-yl-ethoxy)-naphthalen-1-yl]-benzamide), N1CCOCC1 (morpholine). Product: CC1=C(C=C(C(=O)NC2=CC=C(C3=CC=CC=C23)OCCN2CCOCC2)C=C1)N1CCOCC1 (4-Methyl-3-morpholin-4-yl-N-[4-(2-morpholin-4-yl-ethoxy)-naphthalen-1-yl]-benzamide). Reactants: BrCc1ccccc1, CN(C)C=O, COC(=O)C(C)NS(=O)(=O)c1ccc(OC)cc1, [H-], [Na+]. Yields the product COC(=O)C(C)N(Cc1ccccc1)S(=O)(=O)c1ccc(OC)cc1. As a reaction SMILES: [Br:21][CH2:22][c:23]1[cH:24][cH:25][cH:26][cH:27][cH:28]1.[CH3:29][N:30]([CH3:31])[CH:32]=[O:33].[CH3:3][O:4][C:5]([CH:6]([NH:7][S:8](=[O:9])(=[O:10])[c:11]1[cH:12][cH:13][c:14]([O:17][CH3:18])[cH:15][cH:16]1)[CH3:19])=[O:20].[H-:1].[Na+:2]>>[CH3:3][O:4][C:5]([CH:6]([N:7]([S:8](=[O:9])(=[O:10])[c:11]1[cH:12][cH:13][c:14]([O:17][CH3:18])[cH:15][cH:16]1)[CH2:22][c:23]1[cH:24][cH:25][cH:26][cH:27][cH:28]1)[CH3:19])=[O:20]. Starting materials: CC(CC)(C)C=1C=CC(C1)=C(C)C (3-(1,1-dimethylpropyl)-6,6-dimethylfulvene), C(C)(C)(C)C=1C=CC=2CC3=CC=C(C=C3C2C1)C(C)(C)C (3,6-di-tert-butylfluorene), CCCCCC (hexane), C(CCC)[Li] (n-butyllithium). Solvent: CCOCC (ether), O (water), C1CCOC1 (THF), C1CCOC1 (THF). The product is CC(CC)(C)C1=CC(C=C1)C1(CCCCC1)C1=CC(=CC=2C3=CC(=CC=C3CC12)C(C)(C)C)C(C)(C)C (1-(3-(1,1-dimethylpropyl)cyclopentadienyl)-1-(3,6-di-tert-butylfluorenyl)cyclohexane). The yield is 44.7%. RXN SMILES: [C:1]([C:5]1[CH:6]=[CH:7][C:8]2[CH2:9][C:10]3[C:15]([C:16]=2[CH:17]=1)=[CH:14][C:13]([C:18]([CH3:21])([CH3:20])[CH3:19])=[CH:12][CH:11]=3)([CH3:4])([CH3:3])[CH3:2].[CH3:22][CH2:23][CH2:24]CCC.C([Li])CCC.[CH3:33][C:34]([C:38]1[CH:39]=[CH:40][C:41](=[C:43]([CH3:45])[CH3:44])[CH:42]=1)([CH3:37])[CH2:35][CH3:36]>C1COCC1.CCOCC.O>[CH3:37][C:34]([C:38]1[CH:39]=[CH:40][CH:41]([C:43]2([C:11]3[C:10]4[CH2:9][C:8]5[C:16](=[CH:17][C:5]([C:1]([CH3:4])([CH3:3])[CH3:2])=[CH:6][CH:7]=5)[C:15]=4[CH:14]=[C:13]([C:18]([CH3:21])([CH3:20])[CH3:19])[CH:12]=3)[CH2:44][CH2:24][CH2:23][CH2:22][CH2:45]2)[CH:42]=1)([CH3:33])[CH2:35][CH3:36]. Procedure: To a solution of 2.38 g (8.5 mmol) of 3,6-di-tert-butylfluorene in 40 ml of THF, 5.7 ml (9.2 mmol) of a hexane solution of n-butyllithium was dropwise added in a nitrogen atmosphere with ice cooling, followed by stirring at room temperature for one night. To the resulting red solution, a solution of 2.00 g (9.2 mmol) of 3-(1,1-dimethylpropyl)-6,6-dimethylfulvene in 30 ml of THF was dropwise added in a nitrogen atmosphere with ice cooling, followed by stirring at room temperature for one night. A... Starting materials: [Al+3], [H-], [H-], [H-], [H-], [Li+], [Na+], O=C1COc2ccncc2N1, C1CCOC1, [OH-], O. Product: c1cc2c(cn1)NCCO2. Reaction SMILES: [Al+3:13].[H-:12].[H-:15].[H-:16].[H-:17].[Li+:14].[Na+:20].[O:1]1[c:2]2[c:3]([cH:8][n:9][cH:10][cH:11]2)[NH:4][C:5](=[O:7])[CH2:6]1.[O:21]1[CH2:22][CH2:23][CH2:24][CH2:25]1.[OH-:19].[OH2:18]>>[O:1]1[c:2]2[c:3]([cH:8][n:9][cH:10][cH:11]2)[NH:4][CH2:5][CH2:6]1. The reactants are FC(OC1=CC=C(C=O)C=C1)F (4-difluoromethoxybenzaldehyde), O (Water), [Cl-].COC[P+](C1=CC=CC=C1)(C1=CC=CC=C1)C1=CC=CC=C1 (methoxymethyl triphenylphosphonium chloride), [Li]CCCC (n-BuLi). Run in C1CCOC1 (THF), C1CCOC1 (THF). Run at time 15 minute. Product: FC(OC1=CC=C(C=C1)C=COC)F (1-Difluoromethoxy-4-((EZ)-2-methoxy-vinyl)-benzene). Yield: 53.3%. RXN SMILES: [Cl-].[CH3:2][O:3][CH2:4][P+](C1C=CC=CC=1)(C1C=CC=CC=1)C1C=CC=CC=1.[Li]CCCC.[F:29][CH:30]([F:40])[O:31][C:32]1[CH:39]=[CH:38][C:35]([CH:36]=O)=[CH:34][CH:33]=1.O>C1COCC1>[F:29][CH:30]([F:40])[O:31][C:32]1[CH:39]=[CH:38][C:35]([CH:36]=[CH:2][O:3][CH3:4])=[CH:34][CH:33]=1 |f:0.1|. Procedure details: A suspension of methoxymethyl triphenylphosphonium chloride (6.69 g, 19.5 mmol) in THF (200 mL) was cooled to ca. −20° C. n-BuLi (2.5 M in hexanes, 7.2 mL, 18 mmol) was added in portions over 5 min and the orange-red reaction mixture was stirred for an additional 15 min. 4-difluoromethoxybenzaldehyde (2.58 g, 15.0 mmol) in THF (50 mL) was added at −10° C. and the reaction mixture was stirred at this temperature for 30 min and then at room temperature for 19 h. Water (100 mL) was added and the mi... Starting materials: COC(=O)C(Cc1ccc(N)cc1)NC(=S)C1(CCCCS(C)(=O)=O)CCC1, COC(=O)C(Cc1ccc(NC(=O)c2cnc(C(F)(F)F)nc2)cc1)NC(=S)C1(CCCCS(C)(=O)=O)CCC1, O=C(O)c1cncnc1C(F)(F)F. The product is COC(=O)C(Cc1ccc(NC(=O)c2cncnc2C(F)(F)F)cc1)NC(=S)C1(CCCCS(C)(=O)=O)CCC1. As a reaction SMILES: [CH3:14][O:15][C:16]([CH:17]([NH:18][C:19](=[S:20])[C:21]1([CH2:25][CH2:26][CH2:27][CH2:28][S:29](=[O:30])(=[O:31])[CH3:32])[CH2:22][CH2:23][CH2:24]1)[CH2:33][c:34]1[cH:35][cH:36][c:37]([NH2:40])[cH:38][cH:39]1)=[O:41].[CH3:42][O:43][C:44](=[O:45])[CH:46]([CH2:47][c:48]1[cH:49][cH:50][c:51]([NH:52][C:53]([c:54]2[cH:55][n:56][c:57]([C:58]([F:59])([F:60])[F:61])[n:62][cH:63]2)=[O:64])[cH:65][cH:66]1)[NH:67][C:68]([C:69]1([CH2:70][CH2:71][CH2:72][CH2:73][S:74]([CH3:75])(=[O:76])=[O:77])[CH2:78][CH2:79][CH2:80]1)=[S:81].[F:1][C:2]([c:3]1[n:4][cH:5][n:6][cH:7][c:8]1[C:9](=[O:10])[OH:11])([F:12])[F:13]>>[F:1][C:2]([c:3]1[n:4][cH:5][n:6][cH:7][c:8]1[C:9](=[O:11])[NH:40][c:37]1[cH:36][cH:35][c:34]([CH2:33][CH:17]([C:16]([O:15][CH3:14])=[O:41])[NH:18][C:19](=[S:20])[C:21]2([CH2:25][CH2:26][CH2:27][CH2:28][S:29](=[O:30])(=[O:31])[CH3:32])[CH2:22][CH2:23][CH2:24]2)[cH:39][cH:38]1)([F:12])[F:13].